This data is from the Open Reaction Database (ORD), a public repository of structured organic reaction records. The task is: describe an organic reaction: reactants, conditions, products, and yield The reactants are C(C)#N (acetonitrile), C(C)(C)(C)OC(=O)N1CC(C1)C(=O)O[C@@H](CC1=C(C=[N+](C=C1Cl)[O-])Cl)C1=CC(=C(C=C1)OC)OC ((S)-4-(2-((1-(tert-butoxycarbonyl)azetidine-3-carbonyl)oxy)-2-(3,4-dimethoxyphenyl)ethyl)-3,5-dichloropyridine 1-oxide), solution, Cl (HCl), C(C)OCC (diethyl ether). Run in C(C)(=O)OCC (ethyl acetate). Reaction conditions: time 4 hour. Product: Cl.ClC=1C=[N+](C=C(C1C[C@@H](C1=CC(=C(C=C1)OC)OC)OC(=O)C1CNC1)Cl)[O-] ([(1S)-2-(3,5-dichloro-1-oxido-pyridin-1-ium-4-yl)-1-(3,4-dimethoxyphenyl)ethyl]azetidine-3-carboxylate hydrochloride). Isolated yield 200.5%. RXN SMILES: C(OC([N:8]1[CH2:11][CH:10]([C:12]([O:14][C@H:15]([C:26]2[CH:31]=[CH:30][C:29]([O:32][CH3:33])=[C:28]([O:34][CH3:35])[CH:27]=2)[CH2:16][C:17]2[C:22]([Cl:23])=[CH:21][N+:20]([O-:24])=[CH:19][C:18]=2[Cl:25])=[O:13])[CH2:9]1)=O)(C)(C)C.Cl.C(OCC)C.C(#N)C>C(OCC)(=O)C>[ClH:23].[Cl:25][C:18]1[CH:19]=[N+:20]([O-:24])[CH:21]=[C:22]([Cl:23])[C:17]=1[CH2:16][C@H:15]([O:14][C:12]([CH:10]1[CH2:11][NH:8][CH2:9]1)=[O:13])[C:26]1[CH:31]=[CH:30][C:29]([O:32][CH3:33])=[C:28]([O:34][CH3:35])[CH:27]=1 |f:5.6|. Procedure details: To a stirred solution of (S)-4-(2-((1-(tert-butoxycarbonyl)azetidine-3-carbonyl)oxy)-2-(3,4-dimethoxyphenyl)ethyl)-3,5-dichloropyridine 1-oxide (105 mg, 0.2 mmol) in ethyl acetate (0.5 mL) was added a 2M solution of HCl in diethyl ether (1.5 mL, 3 mmol). The mixture was allowed to stir at room temperature for 4 hours and then acetonitrile (5 mL) was added. The mixture was allowed to stir at room temperature for 3 hours. The solid was removed by filtration, washed with diethyl ether and dried to ... Starting materials: BrCC1=CC=C2C=CN=C(C2=C1)OC1=CC=CC=C1 (7-bromomethyl-1-phenoxyisoquinoline), C(C1=CC=CC=C1)OC(N[C@@H]1C(NCC1)=O)=O ([2-oxopyrrolidin-3-(S)-yl]carbamic acid benzyl ester). Product: C(C1=CC=CC=C1)OC(N[C@@H]1C(N(CC1)CC1=CC=C2C=CN=C(C2=C1)OC1=CC=CC=C1)=O)=O ([1-(1-Phenoxyisoquinolin-7-ylmethyl)-2-oxopyrrolidin-3-(S)-yl]-carbamic acid benzyl ester). RXN SMILES: Br[CH2:2][C:3]1[CH:12]=[C:11]2[C:6]([CH:7]=[CH:8][N:9]=[C:10]2[O:13][C:14]2[CH:19]=[CH:18][CH:17]=[CH:16][CH:15]=2)=[CH:5][CH:4]=1.[CH2:20]([O:27][C:28](=[O:36])[NH:29][C@H:30]1[CH2:34][CH2:33][NH:32][C:31]1=[O:35])[C:21]1[CH:26]=[CH:25][CH:24]=[CH:23][CH:22]=1>>[CH2:20]([O:27][C:28](=[O:36])[NH:29][C@H:30]1[CH2:34][CH2:33][N:32]([CH2:2][C:3]2[CH:12]=[C:11]3[C:6]([CH:7]=[CH:8][N:9]=[C:10]3[O:13][C:14]3[CH:19]=[CH:18][CH:17]=[CH:16][CH:15]=3)=[CH:5][CH:4]=2)[C:31]1=[O:35])[C:21]1[CH:22]=[CH:23][CH:24]=[CH:25][CH:26]=1. Procedure details: The title compound is prepared as described in Example 1, Part H using 7-bromomethyl-1-phenoxyisoquinoline and [2-oxopyrrolidin-3-(S)-yl]carbamic acid benzyl ester as the starting materials. The crude product is purified by column chromatography eluting with 70% EtOAc/hexanes to afford the title product as a clear oil. Reactants: C1(=CC=CC=C1)C=1CCN(CC1)CCCCSC1=CC=NC=C1 (1,2,3,6-Tetrahydro-4-phenyl-1-[4-(4-pyridinyl-thio)butyl]pyridine), Cl.Cl.N1=CC=C(C=C1)SCCCCN1CCC(=CC1)C=1SC=CC1 (1,2,3,6 tetrahydro-1-[4-(4-pyridinylthio)butyl]-4-(2 thienyl)pyridine, dihydrochloride). The product is C1(=CC=CC=C1)C=1CCN(CC1)CCCSC1=CC=NC=C1 (4-[[3-(3,6-Dihydro-4-phenyl-1(2H)-pyridinyl)-propy l]thio]pyridine). RXN SMILES: [C:1]1([C:7]2[CH2:8][CH2:9][N:10]([CH2:13][CH2:14][CH2:15]CSC3C=CN=CC=3)[CH2:11][CH:12]=2)[CH:6]=[CH:5][CH:4]=[CH:3][CH:2]=1.Cl.Cl.[N:26]1[CH:31]=[CH:30][C:29]([S:32]CCCCN2CC=C(C3SC=CC=3)CC2)=[CH:28][CH:27]=1>>[C:1]1([C:7]2[CH2:8][CH2:9][N:10]([CH2:13][CH2:14][CH2:15][S:32][C:29]3[CH:30]=[CH:31][N:26]=[CH:27][CH:28]=3)[CH2:11][CH:12]=2)[CH:2]=[CH:3][CH:4]=[CH:5][CH:6]=1 |f:1.2.3|. Reported procedure: 1,2,3,6-Tetrahydro-4-phenyl-1-[4-(4-pyridinyl-thio)butyl]pyridine and 1,2,3,6 tetrahydro-1-[4-(4-pyridinylthio)butyl]-4-(2 thienyl)pyridine, dihydrochloride; or a pharmaceutically acceptable acid addition salt thereof. Starting materials: BrCCOC(C1=CC=CC=C1)(C(=O)C1=CC=CC=C1)OCCBr (Benzil-di-(β-bromoethyl)ketal), C1(CCCC(N1)=O)=O.[Na] (sodium glutarimide), ice water. Run in CN(C=O)C (N,N-dimethylformamide). Yields the product C1(CCCC(N1CCOC(C1=CC=CC=C1)(C(=O)C1=CC=CC=C1)OCCN1C(CCCC1=O)=O)=O)=O (benzil-di-(β-glutarimidoethyl)ketal). Yield: 89.5%. RXN SMILES: Br[CH2:2][CH2:3][O:4][C:5]([O:20][CH2:21][CH2:22]Br)([C:12]([C:14]1[CH:19]=[CH:18][CH:17]=[CH:16][CH:15]=1)=[O:13])[C:6]1[CH:11]=[CH:10][CH:9]=[CH:8][CH:7]=1.[C:24]1(=[O:31])[NH:29][C:28](=[O:30])[CH2:27][CH2:26][CH2:25]1.[Na]>CN(C)C=O>[C:28]1(=[O:30])[N:29]([CH2:2][CH2:3][O:4][C:5]([O:20][CH2:21][CH2:22][N:29]2[C:24](=[O:31])[CH2:25][CH2:26][CH2:27][C:28]2=[O:30])([C:12]([C:14]2[CH:19]=[CH:18][CH:17]=[CH:16][CH:15]=2)=[O:13])[C:6]2[CH:11]=[CH:10][CH:9]=[CH:8][CH:7]=2)[C:24](=[O:31])[CH2:25][CH2:26][CH2:27]1 |f:1.2,^1:31|. Procedure: Benzil-di-(β-bromoethyl)ketal (13.26 g) and 8.91 g of sodium glutarimide were dissolved in 50 ml of N,N-dimethylformamide, and reacted at 50° C. for 7 hours. When the reaction mixture was poured into 200 ml of ice water, white crystals formed. These crystals were washed with water, and dried to give 13.6 g of benzil-di-(β-glutarimidoethyl)ketal.